This data is from the Open Reaction Database (ORD), a public repository of structured organic reaction records. The task is: describe an organic reaction: reactants, conditions, products, and yield The reactants are [Si](C)(C)(C(C)(C)C)OC[C@]1(CC=2N(CCS1)C(=NN2)C2(CC2)C2=C(C=C(C=C2)B2OC(C(O2)(C)C)(C)C)F)C ((8R)-8-({[Tert-butyl(dimethyl)silyl]oxy}methyl)-3-{1-[2-fluoro-4-(4,4,5,5-tetramethyl-1,3,2-dioxaborolan-2-yl)phenyl]cyclopropyl}-8-methyl-5,6,8,9-tetrahydro[1,2,4]triazolo[4,3-d][1,4]thiazepine), ClC=1N=NC(=CC1)C (3-chloro-6-methylpyridazine), C1(CCCCC1)P(C1CCCCC1)C1CCCCC1 (tricyclohexylphosphine), P(=O)([O-])([O-])[O-].[K+].[K+].[K+] (tripotassium phosphate). Reagents/catalysts: C=1C=CC(=CC1)/C=C/C(=O)/C=C/C2=CC=CC=C2.C=1C=CC(=CC1)/C=C/C(=O)/C=C/C2=CC=CC=C2.C=1C=CC(=CC1)/C=C/C(=O)/C=C/C2=CC=CC=C2.[Pd].[Pd] (tris(dibenzylideneacetone)dipalladium). The solvent is O1CCOCC1 (1,4-dioxane), O (water), C(Cl)Cl (methylene chloride). Reaction conditions: temperature 140 celsius, time 2 hour. The product is [Si](C)(C)(C(C)(C)C)OC[C@]1(CC=2N(CCS1)C(=NN2)C2(CC2)C2=C(C=C(C=C2)C=2N=NC(=CC2)C)F)C ((8R)-8-({[Tert-butyl(dimethyl)silyl]oxy}methyl)-3-{1-[2-fluoro-4-(6-methylpyridazin-3-yl)phenyl]cyclopropyl}-8-methyl-5,6,8,9-tetrahydro[1,2,4]triazolo[4,3-d][1,4]thiazepine). Isolated yield 64.6%. As a reaction SMILES: [Si:1]([O:8][CH2:9][C@:10]1([CH3:39])[S:16][CH2:15][CH2:14][N:13]2[C:17]([C:20]3([C:23]4[CH:28]=[CH:27][C:26](B5OC(C)(C)C(C)(C)O5)=[CH:25][C:24]=4[F:38])[CH2:22][CH2:21]3)=[N:18][N:19]=[C:12]2[CH2:11]1)([C:4]([CH3:7])([CH3:6])[CH3:5])([CH3:3])[CH3:2].Cl[C:41]1[N:42]=[N:43][C:44]([CH3:47])=[CH:45][CH:46]=1.C1(P(C2CCCCC2)C2CCCCC2)CCCCC1.P([O-])([O-])([O-])=O.[K+].[K+].[K+]>O1CCOCC1.O.C(Cl)Cl.C1C=CC(/C=C/C(/C=C/C2C=CC=CC=2)=O)=CC=1.C1C=CC(/C=C/C(/C=C/C2C=CC=CC=2)=O)=CC=1.C1C=CC(/C=C/C(/C=C/C2C=CC=CC=2)=O)=CC=1.[Pd].[Pd]>[Si:1]([O:8][CH2:9][C@:10]1([CH3:39])[S:16][CH2:15][CH2:14][N:13]2[C:17]([C:20]3([C:23]4[CH:28]=[CH:27][C:26]([C:41]5[N:42]=[N:43][C:44]([CH3:47])=[CH:45][CH:46]=5)=[CH:25][C:24]=4[F:38])[CH2:22][CH2:21]3)=[N:18][N:19]=[C:12]2[CH2:11]1)([C:4]([CH3:5])([CH3:7])[CH3:6])([CH3:2])[CH3:3] |f:3.4.5.6,10.11.12.13.14|. Procedure details: The compound (600 mg, 1.05 mmol) obtained in Example 89-1), 3-chloro-6-methylpyridazine (161 mg, 1.26 mmol), tris(dibenzylideneacetone)dipalladium (96 mg, 0.10 mmol), tricyclohexylphosphine (29 mg, 0.10 mmol), and tripotassium phosphate (458 mg, 2.09 mmol) were dissolved in a mixed solvent of 1,4-dioxane (2 mL) and water (1 mL), and the mixture was stirred at 140° C. for 2 h under microwave irradiation. The reaction mixture was cooled to room temperature, then diluted with methylene chloride (20... Reactants: CC(=O)O, ClCc1ccsc1CCl, O=S(=O)(Cl)Cl. The product is ClCc1cc(Cl)sc1CCl. RXN SMILES: [CH3:15][C:16](=[O:17])[OH:18].[Cl:1][CH2:2][c:3]1[s:4][cH:5][cH:6][c:7]1[CH2:8][Cl:9].[S:10]([Cl:11])(=[O:12])([Cl:13])=[O:14]>>[Cl:1][CH2:2][c:3]1[s:4][c:5]([Cl:13])[cH:6][c:7]1[CH2:8][Cl:9]. The reactants are N(=[N+]=[N-])C1=CC=C(C=C1)S(=O)(=O)NCCSSCCN (N-(p-azidobenzenesulfonyl)cystamine), C1(CCC(=O)O1)=O (succinic anhydride), [OH-].[Na+] (NaOH), Cl.Cl.NCCSSCCN (cystamine dihydrochloride), N(=[N+]=[N-])C1=CC=C(C=C1)S(=O)(=O)Cl (p-azidobenzenesulfonyl chloride), Cl (HCl). Run in O (water). Reaction conditions: time 5 hour. Product: N(=[N+]=[N-])C1=CC=C(C=C1)S(=O)(=O)NCCSSCCNC(CCC(=O)O)=O (N-(p-azidobenzenesulfonyl) N'-(3-carboxypropionyl) cystamine). As a reaction SMILES: Cl.Cl.NCCSSCCN.[OH-].[Na+].N(C1C=CC(S(Cl)(=O)=O)=CC=1)=[N+]=[N-].[N:26]([C:29]1[CH:34]=[CH:33][C:32]([S:35]([NH:38][CH2:39][CH2:40][S:41][S:42][CH2:43][CH2:44][NH2:45])(=[O:37])=[O:36])=[CH:31][CH:30]=1)=[N+:27]=[N-:28].[C:46]1(=[O:52])[O:51][C:49](=[O:50])[CH2:48][CH2:47]1.Cl>O>[N:26]([C:29]1[CH:34]=[CH:33][C:32]([S:35]([NH:38][CH2:39][CH2:40][S:41][S:42][CH2:43][CH2:44][NH:45][C:46](=[O:52])[CH2:47][CH2:48][C:49]([OH:51])=[O:50])(=[O:37])=[O:36])=[CH:31][CH:30]=1)=[N+:27]=[N-:28] |f:0.1.2,3.4|. Reported procedure: 2.2 g of cystamine dihydrochloride were dissolved in 20 ml of water and adjusted to pH 10 with NaOH. 2.1 g of p-azidobenzenesulfonyl chloride were suspended in this solution and the suspension was stirred at room temperature for 5 hours. The precipitated N-(p-azidobenzenesulfonyl)cystamine was reacted with 2 g of succinic anhydride and stirred overnight. The resulting solution was acidified with HCl, subsequently filtered and washed with water. The residue was dried at room temperature in a high... The reactants are BrCC(=O)NC1=C(C2=C(S1)CCCC2)C(=O)NCCO (2-(2-Bromoacetamido)-N-(2-hydroxyethyl)-4,5,6,7-tetrahydrobenzo[b]thiophene-3-carboxamide), C(C)(C)(C)C1=NNC=C1C=O (3-tert-butyl-1H-pyrazole-4-carbaldehyde), C([O-])([O-])=O.[K+].[K+] (potassium carbonate). Run in CN(C)C=O (DMF). Reaction conditions: temperature 70 celsius. Yields the product C(C)(C)(C)C1=NN(C=C1C=O)CC(=O)NC1=C(C2=C(S1)CCCC2)C(=O)NCCO (2-(2-(3-Tert-butyl-4-formyl-1H-pyrazol-1-yl)acetamido)-N-(2-hydroxyethyl)-4,5,6,7-tetrahydrobenzo[b]thiophene-3-carboxamide). Isolated yield 82.4%. As a reaction SMILES: Br[CH2:2][C:3]([NH:5][C:6]1[S:10][C:9]2[CH2:11][CH2:12][CH2:13][CH2:14][C:8]=2[C:7]=1[C:15]([NH:17][CH2:18][CH2:19][OH:20])=[O:16])=[O:4].[C:21]([C:25]1[C:29]([CH:30]=[O:31])=[CH:28][NH:27][N:26]=1)([CH3:24])([CH3:23])[CH3:22].C(=O)([O-])[O-].[K+].[K+]>CN(C=O)C>[C:21]([C:25]1[C:29]([CH:30]=[O:31])=[CH:28][N:27]([CH2:2][C:3]([NH:5][C:6]2[S:10][C:9]3[CH2:11][CH2:12][CH2:13][CH2:14][C:8]=3[C:7]=2[C:15]([NH:17][CH2:18][CH2:19][OH:20])=[O:16])=[O:4])[N:26]=1)([CH3:24])([CH3:22])[CH3:23] |f:2.3.4|. Procedure: 2-(2-Bromoacetamido)-N-(2-hydroxyethyl)-4,5,6,7-tetrahydrobenzo[b]thiophene-3-carboxamide (1.66 g, 4.60 mmol), 3-tert-butyl-1H-pyrazole-4-carbaldehyde (1.75 g, 11.49 mmol) and potassium carbonate (2.54 g, 18.38 mmol) were mixed with DMF (20 mL) and heated at 70° C. for 2 h. On cooling, the reaction was partitioned between EtOAc and water. The organics were washed with brine, dried over MgSO4 and concentrated directly onto silica for chromatographic purification (0-100% EtOAc/heptane). Concentrat...